describe an organic reaction: reactants, conditions, products, and yield From a dataset of the Open Reaction Database (ORD), a public repository of structured organic reaction records. Starting materials: [Li]CCCC, CCOCC, CN1CCC(c2cc3cc(Br)ccc3o2)CC1, O=C1CCCCC1. Reaction SMILES: [CH2:1]([Li:2])[CH2:3][CH2:4][CH3:5].[CH3:30][CH2:31][O:32][CH2:33][CH3:34].[CH3:6][N:7]1[CH2:8][CH2:9][CH:10]([c:13]2[o:14][c:15]3[c:16]([cH:17]2)[cH:18][c:19]([Br:22])[cH:20][cH:21]3)[CH2:11][CH2:12]1.[O:23]=[C:24]1[CH2:25][CH2:26][CH2:27][CH2:28][CH2:29]1>>[CH3:6][N:7]1[CH2:8][CH2:9][CH:10]([c:13]2[o:14][c:15]3[c:16]([cH:17]2)[cH:18][c:19]([C:24]2([OH:23])[CH2:25][CH2:26][CH2:27][CH2:28][CH2:29]2)[cH:20][cH:21]3)[CH2:11][CH2:12]1. Product: CN1CCC(c2cc3cc(C4(O)CCCCC4)ccc3o2)CC1.